Dataset: the Open Reaction Database (ORD), a public repository of structured organic reaction records. Task: describe an organic reaction: reactants, conditions, products, and yield Yields the product C(C)C(C(=O)O)CCCCOC1=NC(=CC(=C1)C1=CC=CC=C1)C1=CC=CC=C1 (2-ethyl-6-[(4,6-diphenyl-2-pyridyl)oxy]hexanoic acid). Solvent: C(C)O (ethanol), O (water). Reactants: C(C)C(C(=O)OC)CCCCOC1=NC(=CC(=C1)C1=CC=CC=C1)C1=CC=CC=C1 (methyl 2-ethyl-6-[(4,6-diphenyl-2-pyridyl)oxy]hexanoate), [OH-].[K+] (potassium hydroxide). Procedure details: The procedure in Example 6 is followed but using methyl 2-ethyl-6-[(4,6-diphenyl-2-pyridyl)oxy]hexanoate (3.15 g), potassium hydroxide pellets (0.9 g) dissolved in distilled water (20 cc) and ethanol (100 cc). The reaction mixture is refluxed for 8 hours. The product is purified by recrystallisation in an n-hexane-ethyl acetate (2-1) mixture (40 cc), white crystals (m.p.=115° C.) Reaction SMILES: [CH2:1]([CH:3]([CH2:8][CH2:9][CH2:10][CH2:11][O:12][C:13]1[CH:18]=[C:17]([C:19]2[CH:24]=[CH:23][CH:22]=[CH:21][CH:20]=2)[CH:16]=[C:15]([C:25]2[CH:30]=[CH:29][CH:28]=[CH:27][CH:26]=2)[N:14]=1)[C:4]([O:6]C)=[O:5])[CH3:2].[OH-].[K+]>O.C(O)C>[CH2:1]([CH:3]([CH2:8][CH2:9][CH2:10][CH2:11][O:12][C:13]1[CH:18]=[C:17]([C:19]2[CH:24]=[CH:23][CH:22]=[CH:21][CH:20]=2)[CH:16]=[C:15]([C:25]2[CH:30]=[CH:29][CH:28]=[CH:27][CH:26]=2)[N:14]=1)[C:4]([OH:6])=[O:5])[CH3:2] |f:1.2|. Reactants: Cn1c2ccccc2nc1C=O, CC1=CN=C(C=C1)N, [C-]#[N+]C1CCCCC1. Reagents/catalysts: O=C(O)C(F)(F)F (trifluoroacetic acid). Run in CC(C)O (isopropyl alcohol), CC(C)O (isopropylalcohol). Conditions: temperature 22 celsius, time 20 hour. Yields the product Cc1ccc2nc(c(NC3CCCCC3)n2c1)c1nc2ccccc2n1C. Yield: 0.5%. RXN SMILES: CC1=CC=C(N)N=C1.[C-]#[N+]C1CCCCC1.CN1C(C=O)=NC2=C1C=CC=C2>>CN1C(=NC2=C1C=CC=C2)C1=C(NC2CCCCC2)N2C=C(C)C=CC2=N1. Starting materials: C(C)(=O)O[C@H]1[C@@H](C(O[C@H]([C@@H]1OC(C)=O)C1=CC(=C(C=C1)C1CC1)CC1=CC2=C(OCCO2)C=C1)SC)OC(C)=O (acetic acid (3S,4R,5S,6S)-4,5-diacetoxy-6-[4-cyclopropyl-3-(2,3-dihydro-benzo[1,4]dioxin-6-ylmethyl)-phenyl]-2-methylsulfanyl-tetrahydro-pyran-3-yl ester), [OH-].[Li+] (lithium hydroxide). The solvent is CO.C1CCOC1.O (methanol THF water). Conditions: time 2 hour. Yields the product C1(CC1)C1=C(C=C(C=C1)[C@@H]1OC([C@H]([C@@H]([C@H]1O)O)O)SC)CC1=CC2=C(OCCO2)C=C1 ((2S,3R,4R,5S)-2-[4-cyclopropyl-3-(2,3-dihydro-benzo[1,4]dioxin-6-ylmethyl)-phenyl]-6-methylsulfanyl-tetrahydro-pyran-3,4,5-triol). Yield: 88.4%. As a reaction SMILES: C([O:4][C@@H:5]1[C@@H:10]([O:11]C(=O)C)[C@H:9]([C:15]2[CH:20]=[CH:19][C:18]([CH:21]3[CH2:23][CH2:22]3)=[C:17]([CH2:24][C:25]3[CH:34]=[CH:33][C:28]4[O:29][CH2:30][CH2:31][O:32][C:27]=4[CH:26]=3)[CH:16]=2)[O:8][CH:7]([S:35][CH3:36])[C@H:6]1[O:37]C(=O)C)(=O)C.[OH-].[Li+]>CO.C1COCC1.O>[CH:21]1([C:18]2[CH:19]=[CH:20][C:15]([C@H:9]3[C@H:10]([OH:11])[C@@H:5]([OH:4])[C@H:6]([OH:37])[CH:7]([S:35][CH3:36])[O:8]3)=[CH:16][C:17]=2[CH2:24][C:25]2[CH:34]=[CH:33][C:28]3[O:29][CH2:30][CH2:31][O:32][C:27]=3[CH:26]=2)[CH2:23][CH2:22]1 |f:1.2,3.4.5|. Procedure details: Step-XI: To a stirred solution of acetic acid (3S,4R,5S,6S)-4,5-diacetoxy-6-[4-cyclopropyl-3-(2,3-dihydro-benzo[1,4]dioxin-6-ylmethyl)-phenyl]-2-methylsulfanyl-tetrahydro-pyran-3-yl ester (80 mg, 0.14 mmol) in methanol:THF:water (3:2:1 mixture, 6 ml) was added lithium hydroxide (9 mg, 0.4 mmol). After stirring for 2 h at room temperature, volatiles were evaporated under reduced pressure. The resulting residue was taken in ethyl acetate (10 ml) and washed with brine (5 ml), brine containing 1 ml ... The reactants are 2.59, C(C)(=O)C=1C=C2C=3C[C@@H](CCC3N(C2=CC1)CC1=CC(=CC=C1)F)NC(C(C)C)=O ((R)-N-[6-Acetyl-9-(3-fluoro-benzyl)-2,3,4,9-tetrahydro-1H-carbazol-3-yl]-isobutyramide), COC(N(C)C)OC (dimethylformamide dimethylacetal), Cl.NO (hydroxylamine hydrochloride). Solvent: O1CCOCC1 (dioxane), O (water). Reaction conditions: temperature 40 celsius. Product: FC=1C=C(CN2C3=CC=C(C=C3C=3C[C@@H](CCC23)NC(C(C)C)=O)C2=CC=NO2)C=CC1 ((R)-N-[9-(3-Fluoro-benzyl)-6-isoxazol-5-yl-2,3,4,9-tetrahydro-1H-carbazol-3-yl]-isobutyramide). RXN SMILES: [C:1]([C:4]1[CH:5]=[C:6]2[C:14](=[CH:15][CH:16]=1)[N:13]([CH2:17][C:18]1[CH:23]=[CH:22][CH:21]=[C:20]([F:24])[CH:19]=1)[C:12]1[CH2:11][CH2:10][C@@H:9]([NH:25][C:26](=[O:30])[CH:27]([CH3:29])[CH3:28])[CH2:8][C:7]2=1)(=[O:3])[CH3:2].CO[CH:33](OC)[N:34](C)C.Cl.NO>O1CCOCC1.O>[F:24][C:20]1[CH:19]=[C:18]([CH:23]=[CH:22][CH:21]=1)[CH2:17][N:13]1[C:12]2[CH2:11][CH2:10][C@@H:9]([NH:25][C:26](=[O:30])[CH:27]([CH3:28])[CH3:29])[CH2:8][C:7]=2[C:6]2[C:14]1=[CH:15][CH:16]=[C:4]([C:1]1[O:3][N:34]=[CH:33][CH:2]=1)[CH:5]=2 |f:2.3|. Reported procedure: Combine (R)-N-[6-Acetyl-9-(3-fluoro-benzyl)-2,3,4,9-tetrahydro-1H-carbazol-3-yl]-isobutyramide (Example 191) (0.055 g, 0.14 mmol) and dimethylformamide dimethylacetal (0.81 g, 6.8 mmol) and heat at 100° C. for 82 h. Concentrate in vacuo and treat the resulting residue with hydroxylamine hydrochloride (0.012 g, 0.18 mmol) in dioxane at 23° C. for 1 h before warming to 40° C. briefly. Dilute with water and collect 0.029 g of a solid by filtration. Recrystallize from EtOAc/hexanes to yield a light ...